From a dataset of the Open Reaction Database (ORD), a public repository of structured organic reaction records. describe an organic reaction: reactants, conditions, products, and yield Product: CN(CCN)CCNC(=O)c1nc(Cl)c(N)nc1N. Reactants: CN(CCN)CCN, Nc1nc(N)c(C(=O)n2ccnc2)nc1Cl, C1CCOC1. As a reaction SMILES: [NH2:1][CH2:2][CH2:3][N:4]([CH2:5][CH2:6][NH2:7])[CH3:8].[NH2:9][c:10]1[c:11]([C:18](=[O:19])[n:20]2[cH:21][cH:22][n:23][cH:24]2)[n:12][c:13]([Cl:17])[c:14]([NH2:16])[n:15]1.[O:25]1[CH2:26][CH2:27][CH2:28][CH2:29]1>>[NH:1]([CH2:2][CH2:3][N:4]([CH2:5][CH2:6][NH2:7])[CH3:8])[C:18]([c:11]1[c:10]([NH2:9])[n:15][c:14]([NH2:16])[c:13]([Cl:17])[n:12]1)=[O:19]. Reactants: O=C(O)c1ccc(B(O)O)cc1, CCOC(=O)c1ccc2c(c1)CC(C)(C)C(c1cccc(Br)c1)N2, [Na+], [Na+], O=C([O-])[O-], C1COCCO1, O, c1ccc(P(c2ccccc2)(c2ccccc2)[Pd](P(c2ccccc2)(c2ccccc2)c2ccccc2)(P(c2ccccc2)(c2ccccc2)c2ccccc2)P(c2ccccc2)(c2ccccc2)c2ccccc2)cc1. Product: CCOC(=O)c1ccc2c(c1)CC(C)(C)C(c1cccc(-c3ccc(C(=O)O)cc3)c1)N2. As a reaction SMILES: [C:25](=[O:26])([OH:27])[c:28]1[cH:29][cH:30][c:31]([B:34]([OH:35])[OH:36])[cH:32][cH:33]1.[CH2:1]([CH3:2])[O:3][C:4](=[O:5])[c:6]1[cH:7][c:8]2[c:13]([cH:14][cH:15]1)[NH:12][CH:11]([c:16]1[cH:17][c:18]([Br:22])[cH:19][cH:20][cH:21]1)[C:10]([CH3:23])([CH3:24])[CH2:9]2.[Na+:37].[Na+:38].[O-:39][C:40](=[O:41])[O-:42].[O:44]1[CH2:45][CH2:46][O:47][CH2:48][CH2:49]1.[OH2:43].[cH:50]1[cH:51][cH:52][c:53]([P:54]([Pd:55]([P:56]([c:57]2[cH:58][cH:59][cH:60][cH:61][cH:62]2)([c:63]2[cH:64][cH:65][cH:66][cH:67][cH:68]2)[c:69]2[cH:70][cH:71][cH:72][cH:73][cH:74]2)([P:75]([c:76]2[cH:77][cH:78][cH:79][cH:80][cH:81]2)([c:82]2[cH:83][cH:84][cH:85][cH:86][cH:87]2)[c:88]2[cH:89][cH:90][cH:91][cH:92][cH:93]2)[P:94]([c:95]2[cH:96][cH:97][cH:98][cH:99][cH:100]2)([c:101]2[cH:102][cH:103][cH:104][cH:105][cH:106]2)[c:107]2[cH:108][cH:109][cH:110][cH:111][cH:112]2)([c:113]2[cH:114][cH:115][cH:116][cH:117][cH:118]2)[c:119]2[cH:120][cH:121][cH:122][cH:123][cH:124]2)[cH:125][cH:126]1>>[CH2:1]([CH3:2])[O:3][C:4](=[O:5])[c:6]1[cH:7][c:8]2[c:13]([cH:14][cH:15]1)[NH:12][CH:11]([c:16]1[cH:17][c:18](-[c:31]3[cH:30][cH:29][c:28]([C:25](=[O:26])[OH:27])[cH:33][cH:32]3)[cH:19][cH:20][cH:21]1)[C:10]([CH3:23])([CH3:24])[CH2:9]2. Starting materials: CO, COc1ccccc1-c1cn(COCC[Si](C)(C)C)c2ncc(-c3cncc(C(=O)C(=O)N(C)C)c3)c(Cl)c12, Cl, [OH-], [OH-], O, [Pd+2]. Yields the product COc1ccccc1-c1cn(COCC[Si](C)(C)C)c2ncc(-c3cncc(C(O)C(=O)N(C)C)c3)c(Cl)c12. As a reaction SMILES: [CH3:41][OH:42].[Cl:1][c:2]1[c:3]2[c:4]([n:5][cH:6][c:7]1-[c:8]1[cH:9][c:10]([C:14]([C:15](=[O:16])[N:17]([CH3:18])[CH3:19])=[O:20])[cH:11][n:12][cH:13]1)[n:21]([CH2:32][O:33][CH2:34][CH2:35][Si:36]([CH3:37])([CH3:38])[CH3:39])[cH:22][c:23]2-[c:24]1[c:25]([O:30][CH3:31])[cH:26][cH:27][cH:28][cH:29]1.[ClH:40].[OH-:44].[OH-:46].[OH2:43].[Pd+2:45]>>[Cl:1][c:2]1[c:3]2[c:4]([n:5][cH:6][c:7]1-[c:8]1[cH:9][c:10]([CH:14]([C:15](=[O:16])[N:17]([CH3:18])[CH3:19])[OH:20])[cH:11][n:12][cH:13]1)[n:21]([CH2:32][O:33][CH2:34][CH2:35][Si:36]([CH3:37])([CH3:38])[CH3:39])[cH:22][c:23]2-[c:24]1[c:25]([O:30][CH3:31])[cH:26][cH:27][cH:28][cH:29]1. RXN SMILES: Cl[C:2]1[C:7]2[C:8](=[O:22])[C:9]3[CH:10]=[C:11]([C:16]4[CH:17]=[N:18][CH:19]=[N:20][CH:21]=4)[CH:12]=[CH:13][C:14]=3[O:15][C:6]=2[CH:5]=[CH:4][N:3]=1.[CH3:23][C:24]([CH3:29])([CH3:28])[CH2:25][CH2:26][OH:27].C(=O)([O-])[O-].[Cs+].[Cs+]>C(#N)C>[CH3:23][C:24]([CH3:29])([CH3:28])[CH2:25][CH2:26][O:27][C:2]1[C:7]2[C:8](=[O:22])[C:9]3[CH:10]=[C:11]([C:16]4[CH:17]=[N:18][CH:19]=[N:20][CH:21]=4)[CH:12]=[CH:13][C:14]=3[O:15][C:6]=2[CH:5]=[CH:4][N:3]=1 |f:2.3.4|. The solvent is C(C)#N (acetonitrile). The product is CC(CCOC1=NC=CC2=C1C(C=1C=C(C=CC1O2)C=2C=NC=NC2)=O)(C)C (1-(3,3-dimethylbutoxy)-8-(pyrimidin-5-yl)-10H-chromeno[3,2-c]pyridin-10-one). Conditions: temperature 100 celsius, time 5 hour. Starting materials: ClC1=NC=CC2=C1C(C=1C=C(C=CC1O2)C=2C=NC=NC2)=O (1-chloro-8-(pyrimidin-5-yl)-10H-chromeno[3,2-c]pyridin-10-one), CC(CCO)(C)C (3,3-dimethyl-1-butanol), C([O-])([O-])=O.[Cs+].[Cs+] (cesium carbonate). Procedure details: A resealable tube was charged with 1-chloro-8-(pyrimidin-5-yl)-10H-chromeno[3,2-c]pyridin-10-one (0.320 g, 1.033 mmol), 3,3-dimethyl-1-butanol (0.260 mL, 2.066 mmol), cesium carbonate (0.842 g, 2.58 mmol), and acetonitrile (10.0 mL). The system was flushed with argon, the tube was sealed, and the mixture stirred at 100° C. for 5 h. The material was partitioned between dichloromethane and water. The aqueous phase was separated and extracted with dichloromethane. The combined organic phases were w... Starting materials: COC(=O)C=1C=C(C(=C(C1)F)OC)C1=CC(=C(C=C1)OC)Cl (3′-Chloro-5-fluoro-6,4′-dimethoxy-biphenyl-3-carboxylic acid methyl ester), OS(=O)(=O)[O-].[Na+] (NaHSO4), CO (methanol), [OH-].[Na+] (NaOH). Run in O (water). Reaction conditions: temperature 60 celsius, time 5 hour. The product is ClC=1C=C(C=CC1OC)C1=CC(=CC(=C1OC)F)C(=O)O (3′-Chloro-5-fluoro-6,4′-dimethoxy-biphenyl-3-carboxylic acid). The yield is 89.9%. As a reaction SMILES: C[O:2][C:3]([C:5]1[CH:6]=[C:7]([C:14]2[CH:19]=[CH:18][C:17]([O:20][CH3:21])=[C:16]([Cl:22])[CH:15]=2)[C:8]([O:12][CH3:13])=[C:9]([F:11])[CH:10]=1)=[O:4].CO.[OH-].[Na+].OS([O-])(=O)=O.[Na+]>O>[Cl:22][C:16]1[CH:15]=[C:14]([C:7]2[C:8]([O:12][CH3:13])=[C:9]([F:11])[CH:10]=[C:5]([C:3]([OH:4])=[O:2])[CH:6]=2)[CH:19]=[CH:18][C:17]=1[O:20][CH3:21] |f:2.3,4.5|. Procedure details: 500 mg of 3′-Chloro-5-fluoro-6,4′-dimethoxy-biphenyl-3-carboxylic acid methyl ester were dissolved using 10 ml of methanol and 1.8 ml of a 1M aqueous NaOH-solution added. The reaction mixture was stirred at 60° C. for 5 h and was then allowed to cool to room temperature. The reaction mixture was then poured into 25 ml of water and acidified to pH=4 using aqueous NaHSO4-solution. The mixture was extracted three times using 20 ml of EA each. The organic layer was dried using MgSO4 and evaporated t... Starting materials: CC(=O)O[BH-](OC(C)=O)OC(C)=O, CC=O, Nc1ccc2c(c1)C(=C1C(=O)Nc3ccccc31)OC2, [Na+]. Yields the product CCNc1ccc2c(c1)C(=C1C(=O)Nc3ccccc31)OC2. RXN SMILES: [C:24]([O:25][BH-:26]([O:27][C:28](=[O:29])[CH3:30])[O:31][C:32](=[O:33])[CH3:34])(=[O:35])[CH3:36].[CH:21]([CH3:22])=[O:23].[NH2:1][c:2]1[cH:3][cH:4][c:5]2[c:9]([cH:10]1)[C:8](=[C:11]1[C:12](=[O:20])[NH:13][c:14]3[cH:15][cH:16][cH:17][cH:18][c:19]31)[O:7][CH2:6]2.[Na+:37]>>[NH:1]([c:2]1[cH:3][cH:4][c:5]2[c:9]([cH:10]1)[C:8](=[C:11]1[C:12](=[O:20])[NH:13][c:14]3[cH:15][cH:16][cH:17][cH:18][c:19]31)[O:7][CH2:6]2)[CH2:21][CH3:22].